This data is from the Open Reaction Database (ORD), a public repository of structured organic reaction records. The task is: describe an organic reaction: reactants, conditions, products, and yield Reactants: FC(C(C(=O)[O-])(F)F)(F)F.[K+] (Potassium pentafluoropropionate), IC=1C=CC2=C(C=C(C(O2)C(F)(F)F)C(=O)OCC)C1 (Ethyl 6-iodo-2-(trifluoromethyl)-2H-1-benzopyran-3-carboxylate). The reagents and catalysts are [Cu]I (CuI). Solvent: C1(=CC=CC=C1)C (toluene), CN(C)C=O (DMF). Reaction conditions: temperature 120 celsius. Product: FC(C(F)(F)F)(C=1C=CC2=C(C=C(C(O2)C(F)(F)F)C(=O)OCC)C1)F (ethyl 6-(pentafluoroethyl)-2-(trifluoromethyl)-2H-1-benzopyran-3-carboxylate). RXN SMILES: [F:1][C:2]([F:10])([F:9])[C:3]([F:8])([F:7])[C:4]([O-])=O.[K+].IC1[CH:14]=[CH:15][C:16]2[O:21][CH:20]([C:22]([F:25])([F:24])[F:23])[C:19]([C:26]([O:28][CH2:29][CH3:30])=[O:27])=[CH:18][C:17]=2[CH:31]=1>C1(C)C=CC=CC=1.CN(C=O)C.[Cu]I>[F:7][C:3]([F:8])([C:4]1[CH:14]=[CH:15][C:16]2[O:21][CH:20]([C:22]([F:25])([F:23])[F:24])[C:19]([C:26]([O:28][CH2:29][CH3:30])=[O:27])=[CH:18][C:17]=2[CH:31]=1)[C:2]([F:10])([F:9])[F:1] |f:0.1|. Procedure: Potassium pentafluoropropionate (0.476 g, 2.35 mmol) was dissolved in toluene (6 mL) and DMF (6 mL). The vessel was fitted with a distilling head, and CuI (0.471 g, 2.474 mmol) was added with stirring. The reaction was heated to 120° C., removing the toluene by distillation. Ethyl 6-iodo-2-(trifluoromethyl)-2H-1-benzopyran-3-carboxylate (Example 72, Step 3) (0.469 g, 1.178 mmol) was added and the reaction was heated to 150° C. for 2 hours. The reaction was allowed to cool to room temperature and... Reactants: BrCC1=C(C=C(C(=O)OC)C=C1)F (Methyl 4-(bromomethyl)-3-fluorobenzoate), FC=1C=C(C=CC1)B(O)O (3-fluorophenylboronic acid), C([O-])([O-])=O.[Na+].[Na+] (sodium carbonate). The reagents and catalysts are C=1C=CC(=CC1)[P](C=2C=CC=CC2)(C=3C=CC=CC3)[Pd]([P](C=4C=CC=CC4)(C=5C=CC=CC5)C=6C=CC=CC6)([P](C=7C=CC=CC7)(C=8C=CC=CC8)C=9C=CC=CC9)[P](C=1C=CC=CC1)(C=1C=CC=CC1)C=1C=CC=CC1 (tetrakis(triphenylphosphine)palladium(0)). Solvent: O (water), COCCOC (1,2-dimethoxyethane), C(C)(=O)OCC (ethyl acetate). Reaction conditions: temperature 130 celsius. Yields the product FC=1C=C(C(=O)OC)C=CC1CC1=CC(=CC=C1)F (methyl 3-fluoro-4-(3-fluorobenzyl)benzoate). The yield is 66.0%. RXN SMILES: Br[CH2:2][C:3]1[CH:12]=[CH:11][C:6]([C:7]([O:9][CH3:10])=[O:8])=[CH:5][C:4]=1[F:13].[F:14][C:15]1[CH:16]=[C:17](B(O)O)[CH:18]=[CH:19][CH:20]=1.C(=O)([O-])[O-].[Na+].[Na+]>O.COCCOC.C(OCC)(=O)C.C1C=CC([P]([Pd]([P](C2C=CC=CC=2)(C2C=CC=CC=2)C2C=CC=CC=2)([P](C2C=CC=CC=2)(C2C=CC=CC=2)C2C=CC=CC=2)[P](C2C=CC=CC=2)(C2C=CC=CC=2)C2C=CC=CC=2)(C2C=CC=CC=2)C2C=CC=CC=2)=CC=1>[F:13][C:4]1[CH:5]=[C:6]([CH:11]=[CH:12][C:3]=1[CH2:2][C:19]1[CH:18]=[CH:17][CH:16]=[C:15]([F:14])[CH:20]=1)[C:7]([O:9][CH3:10])=[O:8] |f:2.3.4,^1:46,48,67,86|. Procedure: Methyl 4-(bromomethyl)-3-fluorobenzoate (0.285 g; 1.15 mmol) was suspended in a mixture of water (1 mL) and 1,2-dimethoxyethane (3 mL) and 3-fluorophenylboronic acid (0.183 g; 1.27 mmol), tetrakis(triphenylphosphine)palladium(0) (0.067 g; 0.0058 mmol) and sodium carbonate (0.246 g; 2.31 mmol) were successively added. The resulting suspension was heated at 130° C. in a microwave oven for 20 minutes. The reaction mixture was diluted with ethyl acetate, and washed with water. The organic layer was ... Reactants: C(C1=CC=CC=C1)N1S(=O)(=O)C2=CC(=CC=C2C1=O)OCCOCCOC (2-benzyl-6-[2-(2-methoxyethoxy)-ethoxy]saccharin), C(=O)[O-].[NH4+] (ammonium formate). Reagents/catalysts: [Pd] (palladium on carbon). Solvent: CO (methanol). Product: [NH4+].COCCOCCOC1=CC=C2C(NS(=O)(=O)C2=C1)=O (6-[2-(2-methoxyethoxy)-ethoxy]saccharin ammonium salt). Reaction SMILES: C([N:8]1[C:18](=[O:19])[C:17]2[C:12](=[CH:13][C:14]([O:20][CH2:21][CH2:22][O:23][CH2:24][CH2:25][O:26][CH3:27])=[CH:15][CH:16]=2)[S:9]1(=[O:11])=[O:10])C1C=CC=CC=1.C([O-])=O.[NH4+]>[Pd].CO>[NH4+:8].[CH3:27][O:26][CH2:25][CH2:24][O:23][CH2:22][CH2:21][O:20][C:14]1[CH:13]=[C:12]2[C:17]([C:18](=[O:19])[NH:8][S:9]2(=[O:11])=[O:10])=[CH:16][CH:15]=1 |f:1.2,5.6|. Procedure details: A mixture of 2-benzyl-6-[2-(2-methoxyethoxy)-ethoxy]saccharin (2.05 g), methanol (75-100 mL), ammonium formate (1.10 g) and palladium on carbon (10%, 1.0 g) was heated under reflux for 40 minutes, allowed to cool and filtered. The filtrate was stripped of volatiles affording 6-[2-(2-methoxyethoxy)-ethoxy]saccharin ammonium salt, a mixture of which with chloromethyl phenyl sulfide (0.79 g) and dimethylformamide was heated for eight hours at 100° C., stirred overnight at room temperature, and pour... Reactants: ClC1=C(C=NC=2N1N=CC2C(=O)OCC)C(=O)OC (Methyl 7-chloro-3-ethoxycarbonylpyrazolo[1,5-a]pyrimidine-6-carboxylate), FC1=C(N)C=C(C=C1)C (2-fluoro-5-methylaniline). Product: C(C)OC(=O)C=1C=NN2C1N=CC(=C2NC2=C(C=CC(=C2)C)F)C(=O)OC (Methyl 3-ethoxycarbonyl-7-(2-fluoro-5-methylphenylamino)pyrazolo[1,5-a]pyrimidine-6-carboxylate). Yield: 47.0%. As a reaction SMILES: Cl[C:2]1[N:7]2[N:8]=[CH:9][C:10]([C:11]([O:13][CH2:14][CH3:15])=[O:12])=[C:6]2[N:5]=[CH:4][C:3]=1[C:16]([O:18][CH3:19])=[O:17].[F:20][C:21]1[CH:27]=[CH:26][C:25]([CH3:28])=[CH:24][C:22]=1[NH2:23]>>[CH2:14]([O:13][C:11]([C:10]1[CH:9]=[N:8][N:7]2[C:2]([NH:23][C:22]3[CH:24]=[C:25]([CH3:28])[CH:26]=[CH:27][C:21]=3[F:20])=[C:3]([C:16]([O:18][CH3:19])=[O:17])[CH:4]=[N:5][C:6]=12)=[O:12])[CH3:15]. Reported procedure: In the same manner as in Example 1, step 4 and using methyl 7-chloro-3-ethoxycarbonylpyrazolo[1,5-a]pyrimidine-6-carboxylate (4.0 g, 14.0 mmol) obtained in Example 21, step 2 and 2-fluoro-5-methylaniline (2.4 mL, 20.9 mmol), the title compound (2.45 g, 47%) was obtained. Procedure: Using the same general procedure as for the preparation of of 4-bromo-2-t-butyl-1-(2-tetrahydropyranoxy)benzene (Compound H), but instead using 12.56 g (40.9 mmol) of 2-(1-adamantyl)-5-bromophenol (Compound G), 1.03 g (4.1 nunol) of pyridinium p-toluenesulfonate, 5.16 g (5.6 ml, 61.3 mmol) of 3,4-dihydro-2H-pyran and 50 ml of dichloromethane produced a clear, orange solution. During aqueous workup, the organic phase was washed with 3×150 ml-portions of sat. aqueous NaHCO3 solution to produce a l... Solvent: ClCCl (dichloromethane). Reactants: C12(CC3CC(CC(C1)C3)C2)C2=C(C=C(C=C2)Br)O (2-(1-adamantyl)-5-bromophenol), C(CCC)C1=C(C=CC=C1)OC1OCCCC1 (butyl-1-(2-tetrahydropyranoxy)benzene), C(CCC)C1=C(C=CC=C1)OC1OCCCC1 (butyl-1-(2-tetrahydropyranoxy)benzene), C1(=CC=C(C=C1)S(=O)(=O)[O-])C.[NH+]1=CC=CC=C1 (pyridinium p-toluenesulfonate), C12(CC3CC(CC(C1)C3)C2)C2=C(C=C(C=C2)Br)O (2-(1-adamantyl)-5-bromophenol), O1CCCC=C1 (3,4-dihydro-2H-pyran). Yields the product C12(CC3CC(CC(C1)C3)C2)C2=C(C=C(C=C2)Br)OC2OCCCC2 (2-(1-adamantyl)-5-bromo-1-(2-tetrahydropyranoxy)benzene). Reaction SMILES: C(C1C=CC=CC=1O[CH:12]1[CH2:17][CH2:16][CH2:15][CH2:14][O:13]1)CCC.[C:18]12([C:28]3[CH:33]=[CH:32][C:31]([Br:34])=[CH:30][C:29]=3[OH:35])[CH2:27][CH:22]3[CH2:23][CH:24]([CH2:26][CH:20]([CH2:21]3)[CH2:19]1)[CH2:25]2.C1(C)C=CC(S([O-])(=O)=O)=CC=1.[NH+]1C=CC=CC=1.O1C=CCCC1>ClCCl>[C:18]12([C:28]3[CH:33]=[CH:32][C:31]([Br:34])=[CH:30][C:29]=3[O:35][CH:12]3[CH2:17][CH2:16][CH2:15][CH2:14][O:13]3)[CH2:19][CH:20]3[CH2:26][CH:24]([CH2:23][CH:22]([CH2:21]3)[CH2:27]1)[CH2:25]2 |f:2.3|. The reactants are CC1=CC=C(C=C1)N1CCN(CC1)CCC=CC=1C=C2CCC(NC2=CC1)=O (6-{4-[4-(4-Methylphenyl)-1-piperazinyl]-1-butenyl}-3,4-dihydrocarbostyril). Reagents/catalysts: [Pd] (palladium black). The solvent is O1CCOCC1 (dioxane). The product is CC1=CC=C(C=C1)N1CCN(CC1)CCCCC=1C=C2CCC(NC2=CC1)=O (6-{4-[4-(4-methylphenyl)piperazinyl]-butyl}-3,4-dihydrocarbostyril). RXN SMILES: [CH3:1][C:2]1[CH:7]=[CH:6][C:5]([N:8]2[CH2:13][CH2:12][N:11]([CH2:14][CH2:15][CH:16]=[CH:17][C:18]3[CH:19]=[C:20]4[C:25](=[CH:26][CH:27]=3)[NH:24][C:23](=[O:28])[CH2:22][CH2:21]4)[CH2:10][CH2:9]2)=[CH:4][CH:3]=1>O1CCOCC1.[Pd]>[CH3:1][C:2]1[CH:7]=[CH:6][C:5]([N:8]2[CH2:13][CH2:12][N:11]([CH2:14][CH2:15][CH2:16][CH2:17][C:18]3[CH:19]=[C:20]4[C:25](=[CH:26][CH:27]=3)[NH:24][C:23](=[O:28])[CH2:22][CH2:21]4)[CH2:10][CH2:9]2)=[CH:4][CH:3]=1. Procedure details: 1.0 Gram of 6-{4-[4-(4-Methylphenyl)-1-piperazinyl]-1-butenyl}-3,4-dihydrocarbostyril and 0.2 g of palladium black were suspended in 100 ml of dioxane and the mixture was catalytically hydrogenated under an ordinary pressure at an ordinary temperature. The catalyst was removed by filtration and the filtrate was dried under a reduced pressure. The residue was recrsytallized from isopropanol-diisopropyl ether to obtain 6-{4-[4-(4-methylphenyl)piperazinyl]-butyl}-3,4-dihydrocarbostyril in colorless... Reactants: C(C)(C)(C)OC(=O)N1C[C@@H](CC1)CO ((R)-3-hydroxymethyl-pyrrolidine-1-carboxylic acid t-butyl ester), [Br-].[Na+] (sodium bromide), Cl[O-].[Na+] (sodium hypochlorite), C([O-])(O)=O.[Na+] (sodium bicarbonate). The reagents and catalysts are CC1(CCCC(N1[O])(C)C)C (TEMPO). Solvent: C(Cl)Cl (DCM). Reaction conditions: temperature 0 celsius. Yields the product C(C)(C)(C)OC(=O)N1C[C@@H](CC1)C=O ((R)-3-formylpyrrolidine-1-carboxylic acid t-butyl ester). Yield: 101.0%. As a reaction SMILES: [C:1]([O:5][C:6]([N:8]1[CH2:12][CH2:11][C@@H:10]([CH2:13][OH:14])[CH2:9]1)=[O:7])([CH3:4])([CH3:3])[CH3:2].[Br-].[Na+].Cl[O-].[Na+].C(=O)(O)[O-].[Na+]>C(Cl)Cl.CC1(C)N([O])C(C)(C)CCC1>[C:1]([O:5][C:6]([N:8]1[CH2:12][CH2:11][C@@H:10]([CH:13]=[O:14])[CH2:9]1)=[O:7])([CH3:4])([CH3:3])[CH3:2] |f:1.2,3.4,5.6,^1:31|. Procedure: A solution of (R)-3-hydroxymethyl-pyrrolidine-1-carboxylic acid t-butyl ester (50.0 g, 248.4 mmol, 1.0 eq.) in DCM (883 mL) was combined with TEMPO (1.9 g, 12.4 mmol, 0.05 eq.) and sodium bromide (2.6 g, 24.8 mmol, 0.1 eq.). The solution was cooled to 0° C. A solution of sodium hypochlorite (272.1 mL, 1.5 eq.) and sodium bicarbonate (31.2 g, 1.5 eq.) was added. Upon completion of the reaction, the mixture was extracted with DCM (3×200 mL) and dried over Na2SO4, to yield (R)-3-formylpyrrolidine-1...